From a dataset of the Open Reaction Database (ORD), a public repository of structured organic reaction records. describe an organic reaction: reactants, conditions, products, and yield The reactants are NN, CC(O)C(O)C(O)C=O. The product is CC(O)C(O)C(O)C=NN. Reaction SMILES: [NH2:10][NH2:11].[O:1]=[CH:2][CH:3]([OH:4])[CH:5]([OH:6])[CH:7]([OH:8])[CH3:9]>>[CH:2]([CH:3]([OH:4])[CH:5]([OH:6])[CH:7]([OH:8])[CH3:9])=[N:10][NH2:11]. The reactants are Cc1nc2c(s1)-c1nc(N)ncc1CC2, O=S(=O)(Cl)c1ccccc1, c1ccncc1. Yields the product Cc1nc2c(s1)-c1nc(NS(=O)(=O)c3ccccc3)ncc1CC2. As a reaction SMILES: [CH3:1][c:2]1[s:3][c:4]2[c:5]([n:15]1)[CH2:6][CH2:7][c:8]1[cH:9][n:10][c:11]([NH2:14])[n:12][c:13]1-2.[c:16]1([S:22](=[O:23])(=[O:24])[Cl:25])[cH:17][cH:18][cH:19][cH:20][cH:21]1.[cH:26]1[cH:27][cH:28][n:29][cH:30][cH:31]1>>[CH3:1][c:2]1[s:3][c:4]2[c:5]([n:15]1)[CH2:6][CH2:7][c:8]1[cH:9][n:10][c:11]([NH:14][S:22]([c:16]3[cH:17][cH:18][cH:19][cH:20][cH:21]3)(=[O:23])=[O:24])[n:12][c:13]1-2. Starting materials: C(C1=CC=CC=C1)OC1=C(C(=O)NC2=C(C(=O)OC(C)(C)C)C=CC(=C2)C2=CC=CC=C2)C=C(C=C1)C1=COC=C1 (tert-butyl 2-(2-(benzyloxy)-5-(furan-3-yl)benzamido)-4-phenylbenzoate). Reagents/catalysts: [C].[Pd] (palladium-carbon). The solvent is CO (methanol), O1CCOCC1 (dioxane). Conditions: time 2 hour. Product: OC1=C(C(=O)NC2=C(C(=O)OC(C)(C)C)C=CC(=C2)C2=CC=CC=C2)C=C(C=C1)C1COCC1 (tert-butyl 2-(2-hydroxy-5-(tetrahydrofuran-3-yl)benzamido)-4-phenylbenzoate). Yield: 66.8%. As a reaction SMILES: C([O:8][C:9]1[CH:36]=[CH:35][C:34]([C:37]2[CH:41]=[CH:40][O:39][CH:38]=2)=[CH:33][C:10]=1[C:11]([NH:13][C:14]1[CH:26]=[C:25]([C:27]2[CH:32]=[CH:31][CH:30]=[CH:29][CH:28]=2)[CH:24]=[CH:23][C:15]=1[C:16]([O:18][C:19]([CH3:22])([CH3:21])[CH3:20])=[O:17])=[O:12])C1C=CC=CC=1>CO.O1CCOCC1.[C].[Pd]>[OH:8][C:9]1[CH:36]=[CH:35][C:34]([CH:37]2[CH2:41][CH2:40][O:39][CH2:38]2)=[CH:33][C:10]=1[C:11]([NH:13][C:14]1[CH:26]=[C:25]([C:27]2[CH:32]=[CH:31][CH:30]=[CH:29][CH:28]=2)[CH:24]=[CH:23][C:15]=1[C:16]([O:18][C:19]([CH3:22])([CH3:21])[CH3:20])=[O:17])=[O:12] |f:3.4|. Procedure: To a solution mixture of tert-butyl 2-(2-(benzyloxy)-5-(furan-3-yl)benzamido)-4-phenylbenzoate (0.048 g) in methanol (2 mL) and dioxane (2 mL), 10% palladium-carbon (20 mg) was added, followed by stirring under a hydrogen atmosphere at room temperature for 2 hours. The insoluble substrate was removed by filtration, and the solvent was evaporated under reduced pressure. The obtained residue was purified by silica gel column chromatography [Fuji Silysia Chemical Ltd., PSQ100B (spherical), eluent: ... Reactants: ice, IC1=C(C(=O)Cl)C=CC=C1 (2-Iodobenzoyl chloride), [H+].C[C@@H]([C@@H](C1=CC=CC=C1)O)N.[Cl-] (norephedrine hydrochloride). Solvent: C(Cl)Cl (CH2Cl2), [OH-].[Na+] (NaOH). Conditions: temperature 0 celsius, time 4 hour. Product: IC1=C(C(=O)NC(C(C2=CC=CC=C2)O)C)C=CC=C1 (2-iodo-N-(2-hydroxy-1-methyl-2-phenylethyl) benzamide). Yield: 89.6%. As a reaction SMILES: [H+].[CH3:2][C@H:3]([NH2:12])[C@H:4]([OH:11])[C:5]1[CH:10]=[CH:9][CH:8]=[CH:7][CH:6]=1.[Cl-].[I:14][C:15]1[CH:23]=[CH:22][CH:21]=[CH:20][C:16]=1[C:17](Cl)=[O:18]>C(Cl)Cl.[OH-].[Na+]>[I:14][C:15]1[CH:23]=[CH:22][CH:21]=[CH:20][C:16]=1[C:17]([NH:12][CH:3]([CH3:2])[CH:4]([OH:11])[C:5]1[CH:6]=[CH:7][CH:8]=[CH:9][CH:10]=1)=[O:18] |f:0.1.2,5.6|. Reported procedure: To a ice-cooled mixture of norephedrine hydrochloride (1) (5.2 g, 27.8 mmol) in CH2Cl2 (120 mL) and 5% NaOH aqueous solution (40 mL) was added dropwise a solution of 2-Iodobenzoyl chloride (2a, 7.5 g, 28.1 mmol) in CH2CL2 (15 mL). The resulting mixture was stirred at 0° C. for 4 h. The solvent was removed in vacuo. The residue was washed with H2O, then dried, and recrystallized from EtOH to afford a white solid (9.5 g, 90%). mp 129-130° C. 1H NMR (CDCl3) d 1.06 (d, J=6.9 Hz, 3 H, CH3), 3.58 (bs,... Reactants: ClC(N1CCC(CC1)S(=O)(=O)CC(=O)N(C)C)C1=CC=2N=CN=C(C2S1)N1CCOCC1 (2-[1-(Chloro-4-morpholin-4-yl-thieno[3,2-d]pyrimidin-6-ylmethyl)piperidine-4-sulfony]-N,N-dimethyl-acetamide), NC1=NC=C(C=N1)B(O)O (2-aminopyrimidine-5-boronic acid). Product: NC1=NC=C(C=N1)C=1N=C(C2=C(N1)C=C(S2)CN2CCC(CC2)S(=O)(=O)CC(=O)N(C)C)N2CCOCC2 (2-(1-((2-(2-aminopyrimidin-5-yl)-4-morpholinothieno[3,2-d]pyrimidin-6-yl)methyl)piperidin-4-ylsulfonyl)-N,N-dimethylacetamide). RXN SMILES: Cl[CH:2]([C:18]1[S:26][C:25]2[C:24]([N:27]3[CH2:32][CH2:31][O:30][CH2:29][CH2:28]3)=[N:23][CH:22]=[N:21][C:20]=2[CH:19]=1)[N:3]1[CH2:8][CH2:7][CH:6]([S:9]([CH2:12][C:13]([N:15]([CH3:17])[CH3:16])=[O:14])(=[O:11])=[O:10])[CH2:5][CH2:4]1.[NH2:33][C:34]1[N:39]=[CH:38][C:37](B(O)O)=[CH:36][N:35]=1>>[NH2:33][C:34]1[N:39]=[CH:38][C:37]([C:22]2[N:23]=[C:24]([N:27]3[CH2:32][CH2:31][O:30][CH2:29][CH2:28]3)[C:25]3[S:26][C:18]([CH2:2][N:3]4[CH2:8][CH2:7][CH:6]([S:9]([CH2:12][C:13]([N:15]([CH3:17])[CH3:16])=[O:14])(=[O:11])=[O:10])[CH2:5][CH2:4]4)=[CH:19][C:20]=3[N:21]=2)=[CH:36][N:35]=1. Procedure details: 2-[1-(Chloro-4-morpholin-4-yl-thieno[3,2-d]pyrimidin-6-ylmethyl)piperidine-4-sulfony]-N,N-dimethyl-acetamide was reacted with 2-aminopyrimidine-5-boronic acid in General Procedure A. Purification on silica yielded 309. NMR (CDCl3): 1.98-2.08 (2H, m), 2.18-2.28 (4H, m), 3.04 (3H, s), 3.13-3.17 (2H, m), 3.22 (3H, s), 3.45-3.53 (1H, m), 3.85 (2H, s), 3.90-3.93 (4H, m), 4.03-4.06 (4H, m), 4.08 (2H, s), 5.20 (2H, br), 7.27 (1H, s), 9.30 (2H, s). MS (ESI+): MH+ 561.20 (100%)